From a dataset of the Open Reaction Database (ORD), a public repository of structured organic reaction records. describe an organic reaction: reactants, conditions, products, and yield Reactants: C(CCC)C1=NC2=C(N1CC1=CC=C(C=C1)C=1C(=CC=CC1)C(=O)OC(C)(C)C)C(=CC=C2C)OCCOC (tert.butyl 4'-[(2-n-butyl-7-(2-methoxy-ethoxy)-4-methyl-benzimidazol-1-yl)-methyl]biphenyl-2-carboxylate), FC(C(=O)O)(F)F (trifluoroacetic acid). The product is C(CCC)C1=NC2=C(N1CC1=CC=C(C=C1)C=1C(=CC=CC1)C(=O)O)C(=CC=C2C)OCCOC (4'-[(2-n-Butyl-7-(2-methoxy-ethoxy)-4-methyl-benzimidazol-1-yl)-methyl]biphenyl-2-carboxylic acid). RXN SMILES: [CH2:1]([C:5]1[N:9]([CH2:10][C:11]2[CH:16]=[CH:15][C:14]([C:17]3[C:18]([C:23]([O:25]C(C)(C)C)=[O:24])=[CH:19][CH:20]=[CH:21][CH:22]=3)=[CH:13][CH:12]=2)[C:8]2[C:30]([O:35][CH2:36][CH2:37][O:38][CH3:39])=[CH:31][CH:32]=[C:33]([CH3:34])[C:7]=2[N:6]=1)[CH2:2][CH2:3][CH3:4].FC(F)(F)C(O)=O>>[CH2:1]([C:5]1[N:9]([CH2:10][C:11]2[CH:12]=[CH:13][C:14]([C:17]3[C:18]([C:23]([OH:25])=[O:24])=[CH:19][CH:20]=[CH:21][CH:22]=3)=[CH:15][CH:16]=2)[C:8]2[C:30]([O:35][CH2:36][CH2:37][O:38][CH3:39])=[CH:31][CH:32]=[C:33]([CH3:34])[C:7]=2[N:6]=1)[CH2:2][CH2:3][CH3:4]. Procedure: Prepared in analogous manner to Example 9 from tert.butyl 4'-[(2-n-butyl-7-(2-methoxy-ethoxy)-4-methyl-benzimidazol-1-yl)-methyl]biphenyl-2-carboxylate and trifluoroacetic acid. Reactants: [BH4-], CO, CN(CC=C(F)C(F)(F)C(F)(F)C(F)(F)C(F)(F)C(F)(F)C(F)(F)C(F)(F)F)CCCCCC1Cc2cc(O)ccc2C2C(F)CC3(C)C(=O)CCC3C12, [Na+]. Yields the product CN(CC=C(F)C(F)(F)C(F)(F)C(F)(F)C(F)(F)C(F)(F)C(F)(F)C(F)(F)F)CCCCCC1Cc2cc(O)ccc2C2C(F)CC3(C)C(O)CCC3C12. Reaction SMILES: [BH4-:55].[CH3:57][OH:58].[F:1][CH:2]1[CH:3]2[c:4]3[cH:5][cH:6][c:7]([OH:54])[cH:8][c:9]3[CH2:10][CH:11]([CH2:21][CH2:22][CH2:23][CH2:24][CH2:25][N:26]([CH3:27])[CH2:28][CH:29]=[C:30]([C:31]([C:32]([C:33]([C:34]([C:35]([C:36]([C:37]([F:38])([F:39])[F:40])([F:41])[F:42])([F:43])[F:44])([F:45])[F:46])([F:47])[F:48])([F:49])[F:50])([F:51])[F:52])[F:53])[CH:12]2[CH:13]2[CH2:14][CH2:15][C:16](=[O:20])[C:17]2([CH3:18])[CH2:19]1.[Na+:56]>>[F:1][CH:2]1[CH:3]2[c:4]3[cH:5][cH:6][c:7]([OH:54])[cH:8][c:9]3[CH2:10][CH:11]([CH2:21][CH2:22][CH2:23][CH2:24][CH2:25][N:26]([CH3:27])[CH2:28][CH:29]=[C:30]([C:31]([C:32]([C:33]([C:34]([C:35]([C:36]([C:37]([F:38])([F:39])[F:40])([F:41])[F:42])([F:43])[F:44])([F:45])[F:46])([F:47])[F:48])([F:49])[F:50])([F:51])[F:52])[F:53])[CH:12]2[CH:13]2[CH2:14][CH2:15][CH:16]([OH:20])[C:17]2([CH3:18])[CH2:19]1. Reactants: O=C([O-])[O-], Cc1ccc2oc(=O)[nH]c2c1, ClCCCI, [Cs+], [Cs+]. The product is Cc1ccc2oc(=O)n(CCCCl)c2c1. As a reaction SMILES: [C:17](=[O:18])([O-:19])[O-:20].[CH3:1][c:2]1[cH:3][cH:4][c:5]2[c:6]([nH:7][c:8](=[O:10])[o:9]2)[cH:11]1.[Cl:12][CH2:13][CH2:14][CH2:15][I:16].[Cs+:21].[Cs+:22]>>[CH3:1][c:2]1[cH:3][cH:4][c:5]2[c:6]([n:7]([CH2:15][CH2:14][CH2:13][Cl:12])[c:8](=[O:10])[o:9]2)[cH:11]1. Reactants: COC=1[C@H](N=C(CN1)OC)C(C)C ((2R)-3,6-dimethoxy-2-(propan-2-yl)-2,5-dihydropyrazine), C(CCC)[Li] (n-butyllithium), BrCC=1C=C2C=CC=NC2=CC1 (6-(bromomethyl)quinoline). Solvent: O1CCCC1 (tetrahydrofuran), O1CCCC1 (tetrahydrofuran). Conditions: time 30 minute. The product is COC=1[C@@H](N=C([C@H](N1)C(C)C)OC)CC=1C=C2C=CC=NC2=CC1 (6-{[(2S,5R)-3,6-dimethoxy-5-(propan-2-yl)-2,5-dihydropyrazin-2-yl]methyl}quinoline). As a reaction SMILES: [CH3:1][O:2][C:3]1[C@@H:4]([CH:11]([CH3:13])[CH3:12])[N:5]=[C:6]([O:9][CH3:10])[CH2:7][N:8]=1.C([Li])CCC.Br[CH2:20][C:21]1[CH:22]=[C:23]2[C:28](=[CH:29][CH:30]=1)[N:27]=[CH:26][CH:25]=[CH:24]2>O1CCCC1>[CH3:10][O:9][C:6]1[C@H:7]([CH2:20][C:21]2[CH:22]=[C:23]3[C:28](=[CH:29][CH:30]=2)[N:27]=[CH:26][CH:25]=[CH:24]3)[N:8]=[C:3]([O:2][CH3:1])[C@@H:4]([CH:11]([CH3:13])[CH3:12])[N:5]=1. Procedure: To a cooled solution (−70° C.) of (2R)-3,6-dimethoxy-2-(propan-2-yl)-2,5-dihydropyrazine (25.8 g, 140 mmol, 2 eq.) in tetrahydrofuran (200 mL) was added dropwise n-butyllithium (2.5 M, 64.4 mL, 161 mmol 2.3 eq.) and then stirred for 30 minutes. A solution of #210 (15.4 g, 70 mmol, 1 eq.) in tetrahydrofuran (150 mL) was added dropwise at −65° C. and then the solution was stirred for 2 hours at this temperature. The reaction was quenched by saturated aqueous ammonium chloride (100 mL) and extracte... Reactants: [Al+3], C1CCOC1, COC(=O)C1(Oc2ccc(Cl)cc2C2CC(=O)NC(c3cc(F)ccc3C)C23C(=O)Nc2cc(Cl)ccc23)CCC1, [H-], [H-], [H-], [H-], [Li+]. Yields the product Cc1ccc(F)cc1C1NC(=O)CC(c2cc(Cl)ccc2OC2(CO)CCC2)C12C(=O)Nc1cc(Cl)ccc12. Reaction SMILES: [Al+3:2].[CH2:48]1[O:49][CH2:50][CH2:51][CH2:52]1.[Cl:7][c:8]1[cH:9][cH:10][c:11]2[c:15]([cH:16]1)[NH:14][C:13](=[O:17])[C:12]21[CH:18]([c:40]2[c:41]([CH3:47])[cH:42][cH:43][c:44]([F:46])[cH:45]2)[NH:19][C:20](=[O:39])[CH2:21][CH:22]1[c:23]1[c:24]([O:30][C:31]2([C:35](=[O:36])[O:37][CH3:38])[CH2:32][CH2:33][CH2:34]2)[cH:25][cH:26][c:27]([Cl:29])[cH:28]1.[H-:1].[H-:4].[H-:5].[H-:6].[Li+:3]>>[Cl:7][c:8]1[cH:9][cH:10][c:11]2[c:15]([cH:16]1)[NH:14][C:13](=[O:17])[C:12]21[CH:18]([c:40]2[c:41]([CH3:47])[cH:42][cH:43][c:44]([F:46])[cH:45]2)[NH:19][C:20](=[O:39])[CH2:21][CH:22]1[c:23]1[c:24]([O:30][C:31]2([CH2:35][OH:36])[CH2:32][CH2:33][CH2:34]2)[cH:25][cH:26][c:27]([Cl:29])[cH:28]1. The reactants are CC[Zn]CC, ClCCl, COCC=Cc1cccc(C2(c3ccc(OC(F)F)cc3)N=C(N)N(C)C2=O)c1. Product: COCC1CC1c1cccc(C2(c3ccc(OC(F)F)cc3)N=C(N)N(C)C2=O)c1. RXN SMILES: [CH2:1]([Zn:2][CH2:3][CH3:4])[CH3:5].[Cl:35][CH2:36][Cl:37].[NH2:6][C:7]1=[N:8][C:9]([c:14]2[cH:15][c:16]([CH:20]=[CH:21][CH2:22][O:23][CH3:24])[cH:17][cH:18][cH:19]2)([c:25]2[cH:26][cH:27][c:28]([O:31][CH:32]([F:33])[F:34])[cH:29][cH:30]2)[C:10](=[O:13])[N:11]1[CH3:12]>>[CH2:1]1[CH:20]([c:16]2[cH:15][c:14]([C:9]3([c:25]4[cH:26][cH:27][c:28]([O:31][CH:32]([F:33])[F:34])[cH:29][cH:30]4)[N:8]=[C:7]([NH2:6])[N:11]([CH3:12])[C:10]3=[O:13])[cH:19][cH:18][cH:17]2)[CH:21]1[CH2:22][O:23][CH3:24]. Starting materials: ClC[C@H]1N(CCC1)C=1C=C(C=NC1)C=1C=C2CCC(N(C2=CC1)C)=O (6-[5-((S)-2-chloromethyl-pyrrolidin-1-yl)-pyridin-3-yl]-1-methyl-3,4-dihydro-1H-quinolin-2-one), C(=O)([O-])[O-].[K+].[K+] (K2CO3), TEA, [I-].[Na+] (sodium iodide), Cl.C(C)N (ethanamine hydrochloride), C(=O)(O)[O-].[Na+] (NaHCO3). Solvent: CCOC(=O)C (EtOAc), CC#N (CH3CN). Reaction conditions: temperature 80 celsius. Yields the product C(C)NC[C@H]1N(CCC1)C=1C=C(C=NC1)C=1C=C2CCC(N(C2=CC1)C)=O (6-[5-((S)-2-Ethylaminomethyl-pyrrolidin-1-yl)-pyridin-3-yl]-1-methyl-3,4-dihydro-1H-quinolin-2-one). Isolated yield 29.7%. As a reaction SMILES: Cl[CH2:2][C@@H:3]1[CH2:7][CH2:6][CH2:5][N:4]1[C:8]1[CH:9]=[C:10]([C:14]2[CH:15]=[C:16]3[C:21](=[CH:22][CH:23]=2)[N:20]([CH3:24])[C:19](=[O:25])[CH2:18][CH2:17]3)[CH:11]=[N:12][CH:13]=1.C([O-])([O-])=O.[K+].[K+].[I-].[Na+].Cl.[CH2:35]([NH2:37])[CH3:36].C([O-])(O)=O.[Na+]>CC#N.CCOC(C)=O>[CH2:35]([NH:37][CH2:2][C@@H:3]1[CH2:7][CH2:6][CH2:5][N:4]1[C:8]1[CH:9]=[C:10]([C:14]2[CH:15]=[C:16]3[C:21](=[CH:22][CH:23]=2)[N:20]([CH3:24])[C:19](=[O:25])[CH2:18][CH2:17]3)[CH:11]=[N:12][CH:13]=1)[CH3:36] |f:1.2.3,4.5,6.7,8.9|. Procedure: In a sealed tube, a solution of 6-[5-((S)-2-chloromethyl-pyrrolidin-1-yl)-pyridin-3-yl]-1-methyl-3,4-dihydro-1H-quinolin-2-one (0.066 g, 0.185 mmol) in CH3CN (2.5 mL) was mixed with K2CO3 (0.064 g, 0.464 mmol), TEA (0.188 g, 1.85 mmol), sodium iodide (0.028 g, 0.185 mmol) and ethanamine hydrochloride (0.151 g, 1.85 mmol). The reaction mixture was then heated to 80° C. over night. The mixture was diluted with EtOAc, poured into aq. NaHCO3 (10 mL) and the aqueous layer was extracted with EtOAc (2×...